This data is from the Open Reaction Database (ORD), a public repository of structured organic reaction records. The task is: describe an organic reaction: reactants, conditions, products, and yield The reactants are Cl (HCl), COC1=CC=C(OC2=NC3=CC=C(C=C3C=C2)C(=O)OC)C=C1 (methyl 2-(4-methoxyphenoxy)quinoline-6-carboxylate), resultant mixture, [H-].[H-].[H-].[H-].[Li+].[Al+3] (LiAlH4). The solvent is C1CCOC1 (THF). Yields the product COC1=CC=C(OC2=NC3=CC=C(C=C3C=C2)CO)C=C1 ([2-(4-methoxyphenoxy)quinolin-6-yl]methanol). Yield: 100.0%. As a reaction SMILES: [H-].[H-].[H-].[H-].[Li+].[Al+3].[CH3:7][O:8][C:9]1[CH:29]=[CH:28][C:12]([O:13][C:14]2[CH:23]=[CH:22][C:21]3[C:16](=[CH:17][CH:18]=[C:19]([C:24](OC)=[O:25])[CH:20]=3)[N:15]=2)=[CH:11][CH:10]=1.Cl>C1COCC1>[CH3:7][O:8][C:9]1[CH:29]=[CH:28][C:12]([O:13][C:14]2[CH:23]=[CH:22][C:21]3[C:16](=[CH:17][CH:18]=[C:19]([CH2:24][OH:25])[CH:20]=3)[N:15]=2)=[CH:11][CH:10]=1 |f:0.1.2.3.4.5|. Procedure details: To a THF (39 mL) suspension of LiAlH4 (0.15 g) was slowly added methyl 2-(4-methoxyphenoxy)quinoline-6-carboxylate (1.22 g) at 0° C., then the resultant mixture was stirred over night at room temperature. The reaction mixture was acidified with 6 M aqueous HCl, and extracted with AcOEt. The organic layer was washed with water and saturated aqueous NaCl, dried over anhydrous Na2SO4, and concentrated under reduced pressure to afford [2-(4-methoxyphenoxy)quinolin-6-yl]methanol (1.11 g) as a pale ye... Starting materials: Nc1cccc(Cl)c1, O=C(O)c1cccnc1Cl, O, O, Cc1ccc(S(=O)(=O)O)cc1. The product is O=C(O)c1cccnc1Nc1cccc(Cl)c1. Reaction SMILES: [Cl:11][c:12]1[cH:13][c:14]([NH2:15])[cH:16][cH:17][cH:18]1.[Cl:1][c:2]1[n:3][cH:4][cH:5][cH:6][c:7]1[C:8](=[O:9])[OH:10].[OH2:30].[OH2:31].[c:19]1([CH3:20])[cH:21][cH:22][c:23]([S:24]([OH:25])(=[O:26])=[O:27])[cH:28][cH:29]1>>[c:2]1([NH:15][c:14]2[cH:13][c:12]([Cl:11])[cH:18][cH:17][cH:16]2)[n:3][cH:4][cH:5][cH:6][c:7]1[C:8](=[O:9])[OH:10].